This data is from the Open Reaction Database (ORD), a public repository of structured organic reaction records. The task is: describe an organic reaction: reactants, conditions, products, and yield Reactants: C(CN)N (ethane-1,2-diamine), ClC1=C(C=CC=C1)N1C(=NNC1=O)C1=CC2=C(C3=C(OCC2)C=C(C=C3)C(=O)Cl)S1 (2-(4-(2-chlorophenyl)-5-oxo-4,5-dihydro-1H-1,2,4-triazol-3-yl)-4,5-dihydrobenzo[b]thieno[2,3-d]oxepine-8-carbonyl chloride), C1CCOC1 (THF), N1=CC=CC=C1 (pyridine), C1CCOC1 (THF). Solvent: O (water). Conditions: time 8 hour. Product: NCCNC(=O)C=1C=CC2=C(OCCC3=C2SC(=C3)C3=NNC(N3C3=C(C=CC=C3)Cl)=O)C1 (N-(2-aminoethyl)-2-(4-(2-chlorophenyl)-5-oxo-4,5-dihydro-1H-1,2,4-triazol-3-yl)-4,5-dihydrobenzo[b]thieno[2,3-d]oxepine-8-carboxamide). Yield: 15.0%. As a reaction SMILES: [CH2:1]([NH2:4])[CH2:2][NH2:3].N1C=CC=CC=1.C1COCC1.[Cl:16][C:17]1[CH:22]=[CH:21][CH:20]=[CH:19][C:18]=1[N:23]1[C:27](=[O:28])[NH:26][N:25]=[C:24]1[C:29]1[S:45][C:32]2[C:33]3[CH:41]=[CH:40][C:39]([C:42](Cl)=[O:43])=[CH:38][C:34]=3[O:35][CH2:36][CH2:37][C:31]=2[CH:30]=1>O>[NH2:3][CH2:2][CH2:1][NH:4][C:42]([C:39]1[CH:40]=[CH:41][C:33]2[C:32]3[S:45][C:29]([C:24]4[N:23]([C:18]5[CH:19]=[CH:20][CH:21]=[CH:22][C:17]=5[Cl:16])[C:27](=[O:28])[NH:26][N:25]=4)=[CH:30][C:31]=3[CH2:37][CH2:36][O:35][C:34]=2[CH:38]=1)=[O:43]. Procedure details: To a solution of ethane-1,2-diamine (82 mg, 1.36 mmol) and pyridine (0.5 mL) in mL of THF was slowly added 2-(4-(2-chlorophenyl)-5-oxo-4,5-dihydro-1H-1,2,4-triazol-3-yl)-4,5-dihydrobenzo[b]thieno[2,3-d]oxepine-8-carbonyl chloride (ca. 417 mg, ca. 0.91 mmol) in mL of THF at 0° C. The mixture was stirred at room temperature overnight, diluted with water and purified by preparative HPLC to afford 66 mg of 533, isolated yield: 20%. ESI-MS: 482. 1H NMR (DMSO-d6, 400 MHz): δ 8.74 (s, 1H, NH), 8.37 (s,... Starting materials: COC1=CC=C(C=C1)CCCS(=O)(=O)[O-] ([2-(4-methoxyphenyl)ethyl]methanesulfonate), Br.Br.N1CCC(CC1)NC=1SC2=C(N1)C=CC=C2 (N-(4-piperidinyl)-2-benzothiazolamine dihydrobromide), C([O-])([O-])=O.[Na+].[Na+] (sodium carbonate), [I-].[K+] (potassium iodide). Run in CN(C=O)C (N,N-dimethylformamide). Reaction conditions: temperature 70 celsius, time 8 hour. Product: COC1=CC=C(C=C1)CCN1CCC(CC1)NC=1SC2=C(N1)C=CC=C2 (N-[1-[2-(4-methoxyphenyl)ethyl]-4-piperidinyl]-2-benzothiazolamine). Isolated yield 41.0%. Reaction SMILES: [CH3:1][O:2][C:3]1[CH:8]=[CH:7][C:6]([CH2:9][CH2:10]CS([O-])(=O)=O)=[CH:5][CH:4]=1.Br.Br.[NH:18]1[CH2:23][CH2:22][CH:21]([NH:24][C:25]2[S:26][C:27]3[CH:33]=[CH:32][CH:31]=[CH:30][C:28]=3[N:29]=2)[CH2:20][CH2:19]1.C(=O)([O-])[O-].[Na+].[Na+].[I-].[K+]>CN(C)C=O>[CH3:1][O:2][C:3]1[CH:4]=[CH:5][C:6]([CH2:9][CH2:10][N:18]2[CH2:19][CH2:20][CH:21]([NH:24][C:25]3[S:26][C:27]4[CH:33]=[CH:32][CH:31]=[CH:30][C:28]=4[N:29]=3)[CH2:22][CH2:23]2)=[CH:7][CH:8]=1 |f:1.2.3,4.5.6,7.8|. Procedure: A mixture of 2.3 parts of [2-(4-methoxyphenyl)ethyl]methanesulfonate, 4 parts of N-(4-piperidinyl)-2-benzothiazolamine dihydrobromide, 5.3 parts of sodium carbonate, 0.1 parts of potassium iodide and 90 parts of N,N-dimethylformamide was stirred overnight at 70° C. The reaction mixture was poured onto water and the product was extracted with methylbenzene. The extract was washed with water, dried, filtered and evaporated. The residue was crystallized from a mixture of 2-propanol and 2,2'-oxybisp...